From a dataset of the Open Reaction Database (ORD), a public repository of structured organic reaction records. describe an organic reaction: reactants, conditions, products, and yield Reaction conditions: temperature 70 celsius, time 16 hour. The product is CC(C3=CC=CN=C3)OC4=CC=C5C=CC=CC5=N4. The reagents and catalysts are O=C([O-])[O-].[Cs+].[Cs+] (cesium carbonate), [I-].[K+] (potassium iodide). Reactants: CC(Cl)c1cccnc1, OC2=CC=C3C=CC=CC3=N2. Solvent: CN(C)C=O (DMF), CN(C)C=O (dmf), CN(C)C=O (DMF). Starting materials: IC1=NC(=NC=C1)SC (4-Iodo-2-methylsulfanyl-pyrimidine), BrC1=CC=C(S1)[Sn](CCCC)(CCCC)CCCC ((5-Bromo-thiophen-2-yl)-tributyl-stannane). As a reaction SMILES: I[C:2]1[CH:7]=[CH:6][N:5]=[C:4]([S:8][CH3:9])[N:3]=1.[Br:10][C:11]1[S:15][C:14]([Sn](CCCC)(CCCC)CCCC)=[CH:13][CH:12]=1>C1(C)C=CC=CC=1.Cl[Pd]Cl>[Br:10][C:11]1[S:15][C:14]([C:2]2[CH:7]=[CH:6][N:5]=[C:4]([S:8][CH3:9])[N:3]=2)=[CH:13][CH:12]=1. Reagents/catalysts: Cl[Pd]Cl (PdCl2). Procedure: 4-Iodo-2-methylsulfanyl-pyrimidine (2.5 g, 10 mmol), (5-Bromo-thiophen-2-yl)-tributyl-stannane (4.9 g, 11 mmol) and PdCl2 (702 mg, 1 mmol) were heated to 105° C. in toluene (30 ml) for 2 hours. The reaction mixture was poured on water and extracted three times with EtOAc. The combined organic phases were dried over sodium sulfate, filtered, evaporated to dryness and purified via chromatography on silicagel (acetone/hexanes:0/100 to 3/97) to give the title compound as colourless foam. Yield: 1.6 ... The product is BrC1=CC=C(S1)C1=NC(=NC=C1)SC (4-(5-Bromo-thiophen-2-yl)-2-methylsulfanyl-pyrimidine). The solvent is C1(=CC=CC=C1)C (toluene).